This data is from the Open Reaction Database (ORD), a public repository of structured organic reaction records. The task is: describe an organic reaction: reactants, conditions, products, and yield Reaction SMILES: [Al+3:2].[Br:7][c:8]1[cH:9][cH:10][c:11]([C:14]2([c:21]3[cH:22][c:23]([O:27][CH3:28])[cH:24][cH:25][cH:26]3)[CH2:15][NH:16][C:17](=[O:20])[CH2:18][O:19]2)[cH:12][cH:13]1.[CH2:32]1[O:33][CH2:34][CH2:35][CH2:36]1.[H-:1].[H-:4].[H-:5].[H-:6].[Li+:3].[Na+:31].[OH-:30].[OH2:29]>>[Br:7][c:8]1[cH:9][cH:10][c:11]([C:14]2([c:21]3[cH:22][c:23]([O:27][CH3:28])[cH:24][cH:25][cH:26]3)[CH2:15][NH:16][CH2:17][CH2:18][O:19]2)[cH:12][cH:13]1. Starting materials: [Al+3], COc1cccc(C2(c3ccc(Br)cc3)CNC(=O)CO2)c1, C1CCOC1, [H-], [H-], [H-], [H-], [Li+], [Na+], [OH-], O. The product is COc1cccc(C2(c3ccc(Br)cc3)CNCCO2)c1. Reactants: Fc1cc(Br)c2[nH]ncc2c1, [Li]C(C)(C)C, CN(C)C=O, [H-], [Na+], C1CCOC1. Product: O=Cc1cc(F)cc2cn[nH]c12. As a reaction SMILES: [Br:1][c:2]1[cH:3][c:4]([F:11])[cH:5][c:6]2[cH:7][n:8][nH:9][c:10]12.[C:14]([Li:15])([CH3:16])([CH3:17])[CH3:18].[CH3:19][N:20]([CH:21]=[O:22])[CH3:23].[H-:12].[Na+:13].[O:24]1[CH2:25][CH2:26][CH2:27][CH2:28]1>>[c:2]1([CH:21]=[O:22])[cH:3][c:4]([F:11])[cH:5][c:6]2[cH:7][n:8][nH:9][c:10]12. Reactants: ClC(OC1=CC=C(C=C1)NC(C1=CN=C(C(=C1)I)N1CC(C1)(C)O)=O)(F)F (N-(4-(chlorodifluoromethoxy)phenyl)-6-(3-hydroxy-3-methylazetidin-1-yl)-5-iodonicotinamide), FC=1C=NNC1[Sn](CCCC)(CCCC)CCCC (4-fluoro-5-(tributylstannyl)-1H-pyrazole). The product is ClC(OC1=CC=C(C=C1)NC(C1=CN=C(C(=C1)C1=C(C=NN1)F)N1CC(C1)(C)O)=O)(F)F (N-(4-(Chlorodifluoromethoxy)phenyl)-5-(4-fluoro-1H-pyrazol-5-yl)-6-(3-hydroxy-3-methylazetidin-1-yl)nicotinamide). Reaction SMILES: [Cl:1][C:2]([F:27])([F:26])[O:3][C:4]1[CH:9]=[CH:8][C:7]([NH:10][C:11](=[O:25])[C:12]2[CH:17]=[C:16](I)[C:15]([N:19]3[CH2:22][C:21]([OH:24])([CH3:23])[CH2:20]3)=[N:14][CH:13]=2)=[CH:6][CH:5]=1.[F:28][C:29]1[CH:30]=[N:31][NH:32][C:33]=1[Sn](CCCC)(CCCC)CCCC>>[Cl:1][C:2]([F:27])([F:26])[O:3][C:4]1[CH:9]=[CH:8][C:7]([NH:10][C:11](=[O:25])[C:12]2[CH:17]=[C:16]([C:33]3[NH:32][N:31]=[CH:30][C:29]=3[F:28])[C:15]([N:19]3[CH2:22][C:21]([OH:24])([CH3:23])[CH2:20]3)=[N:14][CH:13]=2)=[CH:6][CH:5]=1. Procedure: The title compound was prepared in an analogous fashion to that described in Example 92 using N-(4-(chlorodifluoromethoxy)phenyl)-6-(3-hydroxy-3-methylazetidin-1-yl)-5-iodonicotinamide (Stage 90.1) and 4-fluoro-5-(tributylstannyl)-1H-pyrazole to afford a white solid. HPLC (Condition 7) tR=5.813 min, UPLC-MS (Condition 8) tR=0.98 min, m/z=468.1 [M+H]+; 1H-NMR (400 MHz, DMSO-d6) δ ppm 1.34 (s, 3H) 3.54-3.74 (m, 4H) 5.49 (s, 1H) 7.34 (d, J=8.60 Hz, 2H) 7.58-7.71+7.94-8.01 (m, 1H) 7.83-7.92 (m, 2H) ...